Dataset: the Open Reaction Database (ORD), a public repository of structured organic reaction records. Task: describe an organic reaction: reactants, conditions, products, and yield Reactants: CCO, O=[N+]([O-])c1cccc(-c2nc3ncccc3o2)c1. Yields the product Nc1cccc(-c2nc3ncccc3o2)c1. Reaction SMILES: [CH3:19][CH2:20][OH:21].[N+:1]([O-:2])(=[O:3])[c:4]1[cH:5][c:6](-[c:10]2[o:11][c:12]3[c:13]([n:14][cH:15][cH:16][cH:17]3)[n:18]2)[cH:7][cH:8][cH:9]1>>[NH2:1][c:4]1[cH:5][c:6](-[c:10]2[o:11][c:12]3[c:13]([n:14][cH:15][cH:16][cH:17]3)[n:18]2)[cH:7][cH:8][cH:9]1. Reactants: Cl.NC1=C(C=CC(=C1)C(F)(F)F)S (2-amino-4-trifluoromethylthiophenol hydrochloride), ClCC(OCC)(OCC)OCC (2-chloro-1,1,1-triethoxyethane). Run in C(C)O (ethanol). Run at temperature 60 celsius. Yields the product ClCC=1SC2=C(N1)C=C(C=C2)C(F)(F)F (2-Chloromethyl-5-trifluoromethylbenzothiazole). As a reaction SMILES: Cl.[NH2:2][C:3]1[CH:8]=[C:7]([C:9]([F:12])([F:11])[F:10])[CH:6]=[CH:5][C:4]=1[SH:13].[Cl:14][CH2:15][C:16](OCC)(OCC)OCC>C(O)C>[Cl:14][CH2:15][C:16]1[S:13][C:4]2[CH:5]=[CH:6][C:7]([C:9]([F:10])([F:11])[F:12])=[CH:8][C:3]=2[N:2]=1 |f:0.1|. Reported procedure: To a solution of 2-amino-4-trifluoromethylthiophenol hydrochloride (30.0 g) in ethanol (125 ml) was added 2-chloro-1,1,1-triethoxyethane (31.0 g). The mixture was heated for 1 hour at 60° C. The solution was concentrated to remove excess ethanol and the resulting material was extracted with ether (500 ml). The organic extract was washed successively with 10% HCl (20 ml), water (100 ml), 10% sodium bicarbonate solution and water (100 ml), and then evaporated to obtain an amber colored oil, which ...